Dataset: the Open Reaction Database (ORD), a public repository of structured organic reaction records. Task: describe an organic reaction: reactants, conditions, products, and yield Reactants: O=C1CCC1, [Mg+]Cc1ccccc1, CCOCC, [Cl-], C1CCOC1. Product: OC1(Cc2ccccc2)CCC1. As a reaction SMILES: [C:1]1(=[O:5])[CH2:2][CH2:3][CH2:4]1.[CH2:7]([c:8]1[cH:9][cH:10][cH:11][cH:12][cH:13]1)[Mg+:14].[CH3:20][CH2:21][O:22][CH2:23][CH3:24].[Cl-:6].[O:15]1[CH2:16][CH2:17][CH2:18][CH2:19]1>>[C:1]1([OH:5])([CH2:7][c:8]2[cH:9][cH:10][cH:11][cH:12][cH:13]2)[CH2:2][CH2:3][CH2:4]1. Reactants: CC=1C=C(N)C=CC1C (3,4-Dimethylaniline), BrCC(=O)OC (methyl bromoacetate). Solvent: CCOCC (ether). The product is COC(CNC1=CC(=C(C=C1)C)C)=O (N-(3,4-Dimethylphenyl)glycine methyl ester). Yield: 81.7%. Reaction SMILES: [CH3:1][C:2]1[CH:3]=[C:4]([CH:6]=[CH:7][C:8]=1[CH3:9])[NH2:5].Br[CH2:11][C:12]([O:14][CH3:15])=[O:13]>CCOCC>[CH3:15][O:14][C:12](=[O:13])[CH2:11][NH:5][C:4]1[CH:6]=[CH:7][C:8]([CH3:9])=[C:2]([CH3:1])[CH:3]=1. Procedure details: 3,4-Dimethylaniline (70.0 g) and methyl bromoacetate (44.2 g) were stirred at 100° under nitrogen for 2 h. The cooled reaction mixture was poured into ether (700 ml) and filtered. The collected solid was washed with ether (2×100 ml) and the combined filtrates were concentrated to give a solid (45.6 g) which was purified by FCC on triethylamine deactivated silica eluting with dichloromethane:petroleum ether (1:3) to give a solid (21.8 g), a portion of which (2.5 g) was purified further by FCC as ... Reactants: BrCc1ccccc1, Cc1ccccc1, Cc1ccnc2ccccc12. Product: [Br-], Cc1cc[n+](Cc2ccccc2)c2ccccc12. Reaction SMILES: [Br:12][CH2:13][c:14]1[cH:15][cH:16][cH:17][cH:18][cH:19]1.[CH3:20][c:21]1[cH:22][cH:23][cH:24][cH:25][cH:26]1.[n:1]1[cH:2][cH:3][c:4]([CH3:5])[c:6]2[cH:7][cH:8][cH:9][cH:10][c:11]12>>[Br-:12].[n+:1]1([CH2:13][c:14]2[cH:15][cH:16][cH:17][cH:18][cH:19]2)[cH:2][cH:3][c:4]([CH3:5])[c:6]2[cH:7][cH:8][cH:9][cH:10][c:11]12. Reactants: C(C1=CC=CC=C1)OC=1C=C(C=CC1)C(\C=C\C)=O ((E)-1-(3-(Benzyloxy)phenyl)but-2-en-1-one), [I-].C[S+](=O)(C)C (trimethylsulfoxonium iodide), C1CCC2=NCCCN2CC1 (DBU). Run in C(C)#N (ACN). Run at temperature 60 celsius, time 8 hour. Yields the product C(C1=CC=CC=C1)OC=1C=C(C=CC1)C(=O)C1C(C1)C ((3-(Benzyloxy)phenyl)(2-methylcyclopropyl)methanone). Isolated yield 36.3%. As a reaction SMILES: [CH2:1]([O:8][C:9]1[CH:10]=[C:11]([C:15](=[O:19])/[CH:16]=[CH:17]/[CH3:18])[CH:12]=[CH:13][CH:14]=1)[C:2]1[CH:7]=[CH:6][CH:5]=[CH:4][CH:3]=1.[I-].[CH3:21][S+](C)(C)=O.C1CCN2C(=NCCC2)CC1>C(#N)C>[CH2:1]([O:8][C:9]1[CH:10]=[C:11]([C:15]([CH:16]2[CH2:18][CH:17]2[CH3:21])=[O:19])[CH:12]=[CH:13][CH:14]=1)[C:2]1[CH:3]=[CH:4][CH:5]=[CH:6][CH:7]=1 |f:1.2|. Reported procedure: To a solution of 93.C (5.33 g, 21.1 mmol) in ACN (200 mL) were added trimethylsulfoxonium iodide (available from Aldrich) (5.58 g, 25.3 mmol) and DBU (4.11 mL, 27.5 mmol). The mixture was stirred overnight at 60° C. under N2, cooled to room temperature, and concentrated. The crude product was purified by silica gel flash chromatography (0-10% EtOAc/hexane) to afford 93.D (2.04 g, 36% yield) as a colorless oil. Starting materials: C(CCCCC)NC(=O)N1C(NC2=NC=CC=C21)=O (N-hexyl-2-oxo-2,3-dihydroimidazo[4,5-b]pyridine-1-carboxamide), IC (iodomethane), C([O-])([O-])=O.[Cs+].[Cs+] (cesium carbonate). The solvent is CN(C)C=O (DMF). The product is C(CCCCC)NC(=O)N1C(N(C2=NC=CC=C21)C)=O (N-Hexyl-3-methyl-2-oxo-2,3-dihydroimidazo[4,5-b]pyridine-1-carboxamide). As a reaction SMILES: [CH2:1]([NH:7][C:8]([N:10]1[C:18]2[C:13](=[N:14][CH:15]=[CH:16][CH:17]=2)[NH:12][C:11]1=[O:19])=[O:9])[CH2:2][CH2:3][CH2:4][CH2:5][CH3:6].IC.[C:22](=O)([O-])[O-].[Cs+].[Cs+]>CN(C=O)C>[CH2:1]([NH:7][C:8]([N:10]1[C:18]2[C:13](=[N:14][CH:15]=[CH:16][CH:17]=2)[N:12]([CH3:22])[C:11]1=[O:19])=[O:9])[CH2:2][CH2:3][CH2:4][CH2:5][CH3:6] |f:2.3.4|. Procedure details: In 2.5 ml of DMF, N-hexyl-2-oxo-2,3-dihydroimidazo[4,5-b]pyridine-1-carboxamide (65 mg, 0.248 mmol), iodomethane (70 mg, 0.5 mmol) and cesium carbonate (80 mg, 0.25 mmol) were stirred at RT for 5 h. After concentration, the mixture was admixed with water and ethyl acetate, and the organic phase was removed, concentrated and purified by means of preparative HPLC (PR18, acetonitrile/water 0.1% TFA). Yield: 16 mg (23%), M+H+: 277.17. The product is Cn1ncc(Cl)c1-c1cc(C(=O)NC(Cc2ccc(F)cc2)CN2C(=O)c3ccccc3C2=O)sc1Cl. Reactants: CC(C)(C)OC(=O)NC(Cc1ccccc1C(F)(F)F)C(=O)O, CCN(C(C)C)C(C)C, ClC(Cl)Cl, Cn1ncc(Cl)c1-c1cc(C(=O)O)sc1Cl, NC(Cc1ccc(F)cc1)CN1C(=O)c2ccccc2C1=O. Reaction SMILES: [CH3:39][C:40]([O:41][C:42]([NH:43][CH:44]([C:45]([OH:46])=[O:47])[CH2:48][c:49]1[cH:50][cH:51][cH:52][cH:53][c:54]1[C:55]([F:56])([F:57])[F:58])=[O:59])([CH3:60])[CH3:61].[CH:62]([N:63]([CH2:64][CH3:65])[CH:66]([CH3:67])[CH3:68])([CH3:69])[CH3:70].[CH:71]([Cl:72])([Cl:73])[Cl:74].[Cl:1][c:2]1[c:3](-[c:10]2[c:11]([Cl:16])[cH:12][n:13][n:14]2[CH3:15])[cH:4][c:5]([C:7](=[O:8])[OH:9])[s:6]1.[NH2:17][CH:18]([CH2:19][N:20]1[C:21](=[O:30])[c:22]2[cH:23][cH:24][cH:25][cH:26][c:27]2[C:28]1=[O:29])[CH2:31][c:32]1[cH:33][cH:34][c:35]([F:38])[cH:36][cH:37]1>>[Cl:1][c:2]1[c:3](-[c:10]2[c:11]([Cl:16])[cH:12][n:13][n:14]2[CH3:15])[cH:4][c:5]([C:7](=[O:9])[NH:17][CH:18]([CH2:19][N:20]2[C:21](=[O:30])[c:22]3[cH:23][cH:24][cH:25][cH:26][c:27]3[C:28]2=[O:29])[CH2:31][c:32]2[cH:33][cH:34][c:35]([F:38])[cH:36][cH:37]2)[s:6]1. Reactants: BrC=1C=CC2=C(SC3=C(CC2=O)C=CC=C3)C1 (3-bromo-10,11-dihydro-11-oxodibenzo[b,f]thiepin), CN(C=O)C (dimethylformamide), cuprous cyanide, ice water. Product: C(#N)C=1C=CC2=C(SC3=C(CC2=O)C=CC=C3)C1 (3-Cyano-10,11-dihydro-11-oxodibenzo[b,f]thiepin). Reaction SMILES: Br[C:2]1[CH:3]=[CH:4][C:5]2[C:11](=[O:12])[CH2:10][C:9]3[CH:13]=[CH:14][CH:15]=[CH:16][C:8]=3[S:7][C:6]=2[CH:17]=1.[CH3:18][N:19](C)C=O>>[C:18]([C:2]1[CH:3]=[CH:4][C:5]2[C:11](=[O:12])[CH2:10][C:9]3[CH:13]=[CH:14][CH:15]=[CH:16][C:8]=3[S:7][C:6]=2[CH:17]=1)#[N:19]. Procedure details: 36.45 G. 3-bromo-10,11-dihydro-11-oxodibenzo[b,f]thiepin and 32.11 g. cuprous cyanide are refluxed in 450 cc. dimethylformamide for five and one half hours. The reaction mixture is cooled down and poured into 2 l. of ice water with good mechanical stirring. The resulting solid is filtered, washed with water, then extracted into 1.7 l. chloroform. The insoluble copper salts are filtered and the filtrate evaporated to dryness. The residue is triturated in methanol and the insoluble yellow product ... The reactants are B(F)(F)F.CCOCC (BF3 Et2O), BrC1=CC=CC(=N1)C(C)(C)O (2-(6-bromo-pyridin-2-yl)-propan-2-ol), C(C)#N (acetonitrile), [OH-].[Na+] (NaOH). The product is BrC1=CC=CC(=N1)C(C)(C)NC(C)=O (N-[1-(6-bromo-pyridin-2-yl)-1-methyl-ethyl]-acetamide). Isolated yield 26.0%. Reaction SMILES: [Br:1][C:2]1[N:7]=[C:6]([C:8](O)([CH3:10])[CH3:9])[CH:5]=[CH:4][CH:3]=1.B(F)(F)F.[CH3:16][CH2:17][O:18]CC.[OH-].[Na+].C(#[N:25])C>>[Br:1][C:2]1[N:7]=[C:6]([C:8]([NH:25][C:17](=[O:18])[CH3:16])([CH3:10])[CH3:9])[CH:5]=[CH:4][CH:3]=1 |f:1.2,3.4|. Reported procedure: Dissolve 2-(6-bromo-pyridin-2-yl)-propan-2-ol (10.6 g, 50 mmol) in acetonitrile (40 mL). Add BF3-Et2O (20 mL, 125 mmol) and reflux for 3 days. Cool to room temperature, add ice and neutralize the reaction with 5N NaOH and extract with dichloromethane. Purify over silica (120 g) eluting with 0 to 100% EtOAc:hexanes to give N-[1-(6-bromo-pyridin-2-yl)-1-methyl-ethyl]-acetamide (3.3 g, 26%), MS (m/z): 257 and 259 (M+H)+ and recovered 2-(6-bromo-pyridin-2-yl)-propan-2-ol (3.7 g, 34%). Starting materials: BrC=1C=C2C=CN=CC2=CC1 (6-Bromo-isoquinoline), [BH4-].[Na+] (sodium borohydride). The product is BrC=1C=C2CCNCC2=CC1 (6-Bromo-1,2,3,4-tetrahydro-isoquinoline). RXN SMILES: [Br:1][C:2]1[CH:3]=[C:4]2[C:9](=[CH:10][CH:11]=1)[CH:8]=[N:7][CH:6]=[CH:5]2.[BH4-].[Na+]>>[Br:1][C:2]1[CH:3]=[C:4]2[C:9](=[CH:10][CH:11]=1)[CH2:8][NH:7][CH2:6][CH2:5]2 |f:1.2|. Procedure details: In close analogy to the procedure described above, 6-Bromo-isoquinoline is reacted with sodium borohydride to provide the title compound. The reactants are C(C)OC=1C=C(\C=N\C2=CC=C(C#N)C=C2)C=CC1OC(C)C ((E)-4-(3-ethoxy-4-isopropoxybenzylideneamino)benzonitrile), C(C)C=1C=CC(=C(C=O)C1)F (5-ethyl-2-fluorobenzaldehyde), NC1=CC=C(C#N)C=C1 (4-aminobenzonitrile). The product is C(C)C=1C=CC(=C(C=CC2=CC=C(C#N)C=C2)C1)F (4-(5-ethyl-2-fluorostyryl)benzonitrile). Reaction SMILES: C(OC1C=C(C=CC=1OC(C)C)/C=N/[C:9]1[CH:16]=[CH:15][C:12]([C:13]#[N:14])=[CH:11][CH:10]=1)C.[CH2:24]([C:26]1[CH:27]=[CH:28][C:29]([F:34])=[C:30]([CH:33]=1)[CH:31]=O)[CH3:25].N[C:36]1C=CC(C#N)=CC=1>>[CH2:24]([C:26]1[CH:27]=[CH:28][C:29]([F:34])=[C:30]([CH:33]=1)[CH:31]=[CH:36][C:9]1[CH:10]=[CH:11][C:12]([C:13]#[N:14])=[CH:15][CH:16]=1)[CH3:25]. Reported procedure: According to procedure for the preparation of Intermediate 1.1, 5-ethyl-2-fluorobenzaldehyde (900 mg, 5.88 mmol) and 4-aminobenzonitrile (694 mg, 5.88 mmol) afforded 950 mg of Intermediate 262.1